describe an organic reaction: reactants, conditions, products, and yield From a dataset of the Open Reaction Database (ORD), a public repository of structured organic reaction records. Reactants: IC=1C=CC(=C(C(=O)OC)C1)OCCN1CCCC1 (methyl 5-iodo-2-(2-pyrrolidin-1-yl-ethoxy)-benzoate), ClC1=CC=C(C=C1)C=1C=CC(=NC1)C#C (5-(4-chloro-phenyl)-2-ethynyl-pyridine). Product: ClC1=CC=C(C=C1)C=1C=CC(=NC1)C#CC=1C=CC(=C(C(=O)OC)C1)OCCN1CCCC1 (methyl 5-[5-(4-chloro-phenyl)-pyridin-2-ylethynyl]-2-(2-pyrrolidin-1-yl-ethoxy)-benzoate). As a reaction SMILES: I[C:2]1[CH:3]=[CH:4][C:5]([O:12][CH2:13][CH2:14][N:15]2[CH2:19][CH2:18][CH2:17][CH2:16]2)=[C:6]([CH:11]=1)[C:7]([O:9][CH3:10])=[O:8].[Cl:20][C:21]1[CH:26]=[CH:25][C:24]([C:27]2[CH:28]=[CH:29][C:30]([C:33]#[CH:34])=[N:31][CH:32]=2)=[CH:23][CH:22]=1>>[Cl:20][C:21]1[CH:22]=[CH:23][C:24]([C:27]2[CH:28]=[CH:29][C:30]([C:33]#[C:34][C:2]3[CH:3]=[CH:4][C:5]([O:12][CH2:13][CH2:14][N:15]4[CH2:19][CH2:18][CH2:17][CH2:16]4)=[C:6]([CH:11]=3)[C:7]([O:9][CH3:10])=[O:8])=[N:31][CH:32]=2)=[CH:25][CH:26]=1. Reported procedure: Prepared according to general working method I from methyl 5-iodo-2-(2-pyrrolidin-1-yl-ethoxy)-benzoate (3.0 g, 8.0 mmol) and 5-(4-chloro-phenyl)-2-ethynyl-pyridine (1.76 g, 8.24 mmol). Reagents/catalysts: [Zn] (zinc). Run at time 2 hour. Yields the product Cl.COC=1C=C(C=CC1OC)C1CNC2CCCCC12 (3-(3,4-Dimethoxyphenyl)hexahydroindoline hydrochloride). RXN SMILES: [CH3:1][O:2][C:3]1[CH:4]=[C:5]([CH:11]2[CH:19]3[CH:14]([CH2:15][CH2:16][CH2:17][CH2:18]3)[N:13](O)[CH2:12]2)[CH:6]=[CH:7][C:8]=1[O:9][CH3:10].[ClH:21]>[Zn]>[ClH:21].[CH3:1][O:2][C:3]1[CH:4]=[C:5]([CH:11]2[CH:19]3[CH:14]([CH2:15][CH2:16][CH2:17][CH2:18]3)[NH:13][CH2:12]2)[CH:6]=[CH:7][C:8]=1[O:9][CH3:10] |f:3.4|. The reactants are COC=1C=C(C=CC1OC)C1CN(C2CCCCC12)O (3-(3,4-dimethoxyphenyl)hexahydro-1-hydroxyindoline), Cl (hydrochloride). Reported procedure: A mixture of 10.0 g (0.036 mole) of 3-(3,4-dimethoxyphenyl)hexahydro-1-hydroxyindoline base, 400 ml of 1N hydrochloride acid (0.4 mole) and 20 g of zinc dust was heated with stirring on the steam bath for 11/2 hours. The cooled mixture was decanted (still acid to congo red) and 10M KOH (150 ml) was added. The separated oil was ether extracted (800 ml) and the ether solution was dried (K2CO3), filtered and treated with HCl gas to precipitate solid salt; wt. 9.5 g (84.2%), mp 188°-198° C. Recrysta... The reactants are CC(=O)O[BH-](OC(C)=O)OC(C)=O, C=O, Cl, COc1ccc(NS(=O)(=O)c2cccc(OC(F)F)c2)cc1N1CCNCC1, [Na+]. Yields the product COc1ccc(NS(=O)(=O)c2cccc(OC(F)F)c2)cc1N1CCN(C)CC1. Reaction SMILES: [C:32]([O:33][BH-:34]([O:35][C:36](=[O:37])[CH3:38])[O:39][C:40](=[O:41])[CH3:42])(=[O:43])[CH3:44].[CH2:30]=[O:31].[ClH:1].[F:2][CH:3]([O:4][c:5]1[cH:6][c:7]([S:11](=[O:12])(=[O:13])[NH:14][c:15]2[cH:16][c:17]([N:23]3[CH2:24][CH2:25][NH:26][CH2:27][CH2:28]3)[c:18]([O:21][CH3:22])[cH:19][cH:20]2)[cH:8][cH:9][cH:10]1)[F:29].[Na+:45]>>[F:2][CH:3]([O:4][c:5]1[cH:6][c:7]([S:11](=[O:12])(=[O:13])[NH:14][c:15]2[cH:16][c:17]([N:23]3[CH2:24][CH2:25][N:26]([CH3:32])[CH2:27][CH2:28]3)[c:18]([O:21][CH3:22])[cH:19][cH:20]2)[cH:8][cH:9][cH:10]1)[F:29]. The reactants are FC(C(=O)O)(F)F.C(Cl)Cl (trifluoroacetic acid CH2Cl2), C(=O)(OC(C)(C)C)N(CC(C)O)CC#C (N-Boc-1-prop-2-ynylamino-propan-2-ol), FC=1C(=C2/C(/C(NC2=CC1)=O)=C/C=1NC=CC1OC)I ((Z)-1,3-dihydro-5-fluoro-4-iodo-3-[(3-methoxy-1H-pyrrol-2-yl)methylene]-2H-indol-2-one), FC=1C(=C2/C(/C(NC2=CC1)=O)=C/C=1NC=CC1OC)I ((Z)-1,3-dihydro-5-fluoro-4-iodo-3-[(3-methoxy-1H-pyrrol-2-yl)methylene]-2H-indol-2-one). Reagents/catalysts: O (water), C=1C=CC(=CC1)[P](C=2C=CC=CC2)(C=3C=CC=CC3)[Pd]([P](C=4C=CC=CC4)(C=5C=CC=CC5)C=6C=CC=CC6)([P](C=7C=CC=CC7)(C=8C=CC=CC8)C=9C=CC=CC9)[P](C=1C=CC=CC1)(C=1C=CC=CC1)C=1C=CC=CC1 ((Ph3P)4Pd). The solvent is C(Cl)Cl (CH2Cl2), CCN(CC)CC (Et3N), CN(C)C=O (DMF). Run at temperature 0 celsius, time 2 hour. Product: Cl.FC=1C(=C2/C(/C(NC2=CC1)=O)=C/C=1NC=CC1OC)C#CCNCC(C)O (rac-(Z)-1,3-Dihydro-5-fluoro-4-[3-(2-hydroxy-propylamino)-1-propynyl]-3-[(3-methoxy-1H-pyrrol-2-yl)methylene]-2H-indol-2-one hydrochloride salt). As a reaction SMILES: C([N:8]([CH2:13][C:14]#[CH:15])[CH2:9][CH:10]([OH:12])[CH3:11])(OC(C)(C)C)=O.[F:16][C:17]1[C:18](I)=[C:19]2[C:23](=[CH:24][CH:25]=1)[NH:22][C:21](=[O:26])/[C:20]/2=[CH:27]\[C:28]1[NH:29][CH:30]=[CH:31][C:32]=1[O:33][CH3:34].FC(F)(F)C(O)=O.C(Cl)[Cl:44]>C1C=CC([P]([Pd]([P](C2C=CC=CC=2)(C2C=CC=CC=2)C2C=CC=CC=2)([P](C2C=CC=CC=2)(C2C=CC=CC=2)C2C=CC=CC=2)[P](C2C=CC=CC=2)(C2C=CC=CC=2)C2C=CC=CC=2)(C2C=CC=CC=2)C2C=CC=CC=2)=CC=1.CN(C=O)C.CCN(CC)CC.C(Cl)Cl.O>[ClH:44].[F:16][C:17]1[C:18]([C:15]#[C:14][CH2:13][NH:8][CH2:9][CH:10]([OH:12])[CH3:11])=[C:19]2[C:23](=[CH:24][CH:25]=1)[NH:22][C:21](=[O:26])/[C:20]/2=[CH:27]\[C:28]1[NH:29][CH:30]=[CH:31][C:32]=1[O:33][CH3:34] |f:2.3,9.10,^1:49,51,70,89|. Procedure details: Using Method C above, N-Boc-1-prop-2-ynylamino-propan-2-ol (0.14 g, 0.65 mmol) (Example 125A above) was coupled with (Z)-1,3-dihydro-5-fluoro-4-iodo-3-[(3-methoxy-1H-pyrrol-2-yl)methylene]-2H-indol-2-one (0.1 g, 0.26 mmol) (Starting Material 6) using (Ph3P)4Pd (30.0 mg) and Cul (5.0 mg) as catalyst in DMF (5 mL) and Et3N (5 mL) as solvent at 85° C. for 5 h. To the resulting compound in CH2Cl2 (6 mL) was added a 1:1 mixture of trifluoroacetic acid/CH2Cl2 (6 mL) and 3 drops of water at 0° C. and t... Reactants: COCCOCCOC, Cl, N#Cc1c(Sc2ccccc2)cccc1[N+](=O)[O-], O. Yields the product N#Cc1c(N)cccc1Sc1ccccc1. As a reaction SMILES: [CH3:20][O:21][CH2:22][CH2:23][O:24][CH2:25][CH2:26][O:27][CH3:28].[ClH:29].[N+:2]([O-:3])(=[O:4])[c:5]1[c:6]([C:7]#[N:8])[c:9]([S:13][c:14]2[cH:15][cH:16][cH:17][cH:18][cH:19]2)[cH:10][cH:11][cH:12]1.[OH2:1]>>[NH2:2][c:5]1[c:6]([C:7]#[N:8])[c:9]([S:13][c:14]2[cH:15][cH:16][cH:17][cH:18][cH:19]2)[cH:10][cH:11][cH:12]1. Reactants: C(C)(C)N1CCN(CC1)C1=C(C#N)C=C(C=C1)[N+](=O)[O-] (2-(4-isopropylpiperazin-1-yl)-5-nitrobenzonitrile), CCO (EtOH), nitro, CC=1C=C2C(=CC1C)N(C3=NC(=O)NC(=O)C3=N2)C[C@@H]([C@@H]([C@@H](CO)O)O)O (E101). The reagents and catalysts are [Pd] (Pd/C). The solvent is O (water). Conditions: time 2 hour. The product is NC=1C=CC(=C(C#N)C1)N1CCN(CC1)C(C)C (5-amino-2-(4-isopropylpiperazin-1-yl)benzonitrile). Yield: 95.0%. Reaction SMILES: [CH:1]([N:4]1[CH2:9][CH2:8][N:7]([C:10]2[CH:17]=[CH:16][C:15]([N+:18]([O-])=O)=[CH:14][C:11]=2[C:12]#[N:13])[CH2:6][CH2:5]1)([CH3:3])[CH3:2].CCO.CC1C=C2N=C3C(=NC(NC3=O)=O)N(C[C@H](O)[C@H](O)[C@H](O)CO)C2=CC=1C>O.[Pd]>[NH2:18][C:15]1[CH:16]=[CH:17][C:10]([N:7]2[CH2:8][CH2:9][N:4]([CH:1]([CH3:3])[CH3:2])[CH2:5][CH2:6]2)=[C:11]([CH:14]=1)[C:12]#[N:13]. Procedure details: A round-bottom flask was charged with 2-(4-isopropylpiperazin-1-yl)-5-nitrobenzonitrile (1.76 g, 6.42 mmol), EtOH (65 mL), and 10% Pd/C (50% in water, Degussa type E101; 355 mg, 20 wt % by weight of the starting nitro compound). The flask was sealed with a rubber septum, degassed, and back-filled with H2 (×3) from a balloon filled with H2. The reaction was stirred for 2 h using a H2 filled balloon. The reaction mixture was filtered through a pad of celite, and the pad of celite was rinsed with M... The reactants are C(C)(=O)C1=C(N(C(=C1C)C1=CC=NC=C1)COCC[Si](C)(C)C)C (3-Acetyl-2,4-dimethyl-5-(4-pyridyl)-1-{2-(trimethylsilyl)ethoxymethyl}-1H-pyrrole), Cl (HCl), C(=O)(O)[O-].[Na+] (NaHCO3). The solvent is CCO (EtOH). Run at temperature 85 celsius. Yields the product C(C)(=O)C1=C(NC(=C1C)C1=CC=NC=C1)C (3-Acetyl-2,4-dimethyl-5-(4-pyridyl)-1H-pyrrole). Yield: 28.2%. As a reaction SMILES: [C:1]([C:4]1[C:8]([CH3:9])=[C:7]([C:10]2[CH:15]=[CH:14][N:13]=[CH:12][CH:11]=2)[N:6](COCC[Si](C)(C)C)[C:5]=1[CH3:24])(=[O:3])[CH3:2].Cl.C([O-])(O)=O.[Na+]>CCO>[C:1]([C:4]1[C:8]([CH3:9])=[C:7]([C:10]2[CH:15]=[CH:14][N:13]=[CH:12][CH:11]=2)[NH:6][C:5]=1[CH3:24])(=[O:3])[CH3:2] |f:2.3|. Reported procedure: 3-Acetyl-2,4-dimethyl-5-(4-pyridyl)-1-{2-(trimethylsilyl)ethoxymethyl}-1H-pyrrole (1.12 g, 3.39 mmol) was dissolved with EtOH (10 mL) and 10% aqueous HCl solution (30 mL) and the mixture was heated at 85° C. for 4 hours. After cooling, the mixture was neutralized with saturated aqueous NaHCO3 solution. The whole was extracted with ethyl acetate (150 mL×2), and the combined organic layers were washed with brine (50 mL), dried over MgSO4, and concentrated in vactio. The resulting solid was a mixtu...